Dataset: the Open Reaction Database (ORD), a public repository of structured organic reaction records. Task: describe an organic reaction: reactants, conditions, products, and yield The reactants are ClC1=CC(=C(C=C1Cl)N)N (4,5-dichloro-1,2-phenylenediamine), ClCC(=O)O (monochloroacetic acid). Solvent: Cl (hydrochloric acid). The product is ClCC=1NC2=C(N1)C=C(C(=C2)Cl)Cl (2- chloromethyl-5,6-dichlorobenzimidazole). Isolated yield 80.7%. As a reaction SMILES: [Cl:1][C:2]1[C:7]([Cl:8])=[CH:6][C:5]([NH2:9])=[C:4]([NH2:10])[CH:3]=1.[Cl:11][CH2:12][C:13](O)=O>Cl>[Cl:11][CH2:12][C:13]1[NH:10][C:4]2[CH:3]=[C:2]([Cl:1])[C:7]([Cl:8])=[CH:6][C:5]=2[N:9]=1. Procedure details: A solution of 1.77 g (10 m mol) of 4,5-dichloro-1,2-phenylenediamine in 15 ml of 4N aqueous hydrochloric acid was stored at room temperature overnight. To the solution was added 1.42 g (15 m mol) of monochloroacetic acid, and refluxed for 3 hours and filtered. The filterate was cooled to room temperature, stirred and rendered alkaline by addition of ammonium hydroxide. The separated precipitate was washed with water and dried to give 1.9 g (68%) of the title compound.